describe an organic reaction: reactants, conditions, products, and yield From a dataset of the Open Reaction Database (ORD), a public repository of structured organic reaction records. Product: O=C(Nc1ccc(I)cc1)c1ccncc1. The reactants are Nc1ccc(I)cc1, O=C(O)c1ccncc1. Reaction SMILES: [I:10][c:11]1[cH:12][cH:13][c:14]([NH2:15])[cH:16][cH:17]1.[OH:1][C:2](=[O:3])[c:4]1[cH:5][cH:6][n:7][cH:8][cH:9]1>>[C:2](=[O:3])([c:4]1[cH:5][cH:6][n:7][cH:8][cH:9]1)[NH:15][c:14]1[cH:13][cH:12][c:11]([I:10])[cH:17][cH:16]1. Solvent: C1(=CC=CC=C1)C (toluene). Procedure: 3-methyl-4-nitrobenzylalcohol (2 g) and 0.2 ml of DMF were dissolved in 20 ml of toluene. The solution was added with 1 ml of thionyl chloride and stirred under heating with reflux for 3 hours. The reaction mixture was concentrated and thus 2.2 g of an oil, 3-methyl-4-nitrobenzyl chloride, was obtained. This compound was used for the following reaction without further purification. As a reaction SMILES: [CH3:1][C:2]1[CH:3]=[C:4]([CH:7]=[CH:8][C:9]=1[N+:10]([O-:12])=[O:11])[CH2:5]O.CN(C=O)C.S(Cl)([Cl:20])=O>C1(C)C=CC=CC=1>[CH3:1][C:2]1[CH:3]=[C:4]([CH:7]=[CH:8][C:9]=1[N+:10]([O-:12])=[O:11])[CH2:5][Cl:20]. The reactants are CC=1C=C(CO)C=CC1[N+](=O)[O-] (3-methyl-4-nitrobenzylalcohol), CN(C)C=O (DMF), S(=O)(Cl)Cl (thionyl chloride). Product: CC=1C=C(CCl)C=CC1[N+](=O)[O-] (3-methyl-4-nitrobenzyl chloride). Reactants: CS(C)=O, CS(=O)(=O)N1CCC(n2c(Cl)nc3c(N4CCOCC4)nc(-c4cnc(N)nc4)nc32)C1, CS(=O)(=O)N1CCNCC1. Product: CS(=O)(=O)N1CCN(c2nc3c(N4CCOCC4)nc(-c4cnc(N)nc4)nc3n2C2CCN(S(C)(=O)=O)C2)CC1. As a reaction SMILES: [CH3:43][S:44](=[O:45])[CH3:46].[Cl:1][c:2]1[n:3]([CH:24]2[CH2:25][N:26]([S:29](=[O:30])(=[O:31])[CH3:32])[CH2:27][CH2:28]2)[c:4]2[n:5][c:6](-[c:17]3[cH:18][n:19][c:20]([NH2:23])[n:21][cH:22]3)[n:7][c:8]([N:11]3[CH2:12][CH2:13][O:14][CH2:15][CH2:16]3)[c:9]2[n:10]1.[S:33](=[O:34])(=[O:35])([CH3:36])[N:37]1[CH2:38][CH2:39][NH:40][CH2:41][CH2:42]1>>[c:2]1([N:40]2[CH2:39][CH2:38][N:37]([S:33](=[O:34])(=[O:35])[CH3:36])[CH2:42][CH2:41]2)[n:3]([CH:24]2[CH2:25][N:26]([S:29](=[O:30])(=[O:31])[CH3:32])[CH2:27][CH2:28]2)[c:4]2[n:5][c:6](-[c:17]3[cH:18][n:19][c:20]([NH2:23])[n:21][cH:22]3)[n:7][c:8]([N:11]3[CH2:12][CH2:13][O:14][CH2:15][CH2:16]3)[c:9]2[n:10]1. Starting materials: Cc1ccc(Cl)c(OC(=O)c2ccccc2)c1, O=C(Oc1cc(CBr)ccc1F)c1ccccc1, O=C(OOC(=O)c1ccccc1)c1ccccc1, ClC(Cl)(Cl)Cl, O=C1CCC(=O)N1Br. Product: O=C(Oc1cc(CBr)ccc1Cl)c1ccccc1. Reaction SMILES: [C:19]([O:20][c:21]1[cH:22][c:23]([CH3:24])[cH:25][cH:26][c:27]1[Cl:34])(=[O:28])[c:29]1[cH:30][cH:31][cH:32][cH:33][cH:35]1.[C:1]([c:2]1[cH:3][cH:4][cH:5][cH:6][cH:7]1)(=[O:8])[O:9][c:10]1[cH:11][c:12]([CH2:13][Br:14])[cH:15][cH:16][c:17]1[F:18].[C:44]([O:45][O:46][C:47](=[O:48])[c:49]1[cH:50][cH:51][cH:52][cH:53][cH:54]1)(=[O:55])[c:56]1[cH:57][cH:58][cH:59][cH:60][cH:61]1.[C:62]([Cl:63])([Cl:64])([Cl:65])[Cl:66].[O:36]=[C:37]1[N:38]([Br:39])[C:40](=[O:41])[CH2:42][CH2:43]1>>[C:1]([c:2]1[cH:3][cH:4][cH:5][cH:6][cH:7]1)(=[O:8])[O:9][c:10]1[cH:11][c:12]([CH2:13][Br:14])[cH:15][cH:16][c:17]1[Cl:34]. Starting materials: C(#N)C(C1=CC=C(C=C1)[N+](=O)[O-])=C1N(CCC1)C (2-(α-cyano-4-nitrobenzylidene)-1-methylpyrrolidine). Reagents/catalysts: [Pt].[H][H] (platinum hydrogen). Run in C(C)O (ethanol). Yields the product C(#N)C(C1=CC=C(C=C1)N)=C1N(CCC1)C (2-(α-cyano-4-aminobenzylidene)-1-methylpyrrolidine). Isolated yield 62.7%. As a reaction SMILES: [C:1]([C:3](=[C:13]1[CH2:17][CH2:16][CH2:15][N:14]1[CH3:18])[C:4]1[CH:9]=[CH:8][C:7]([N+:10]([O-])=O)=[CH:6][CH:5]=1)#[N:2]>C(O)C.[Pt].[H][H]>[C:1]([C:3](=[C:13]1[CH2:17][CH2:16][CH2:15][N:14]1[CH3:18])[C:4]1[CH:5]=[CH:6][C:7]([NH2:10])=[CH:8][CH:9]=1)#[N:2] |f:2.3|. Procedure: Dissolve 10 g of 2-(α-cyano-4-nitrobenzylidene)-1-methylpyrrolidine in ethanol and then reduce it with platinum/hydrogen. After completion of hydrogen uptake, filter the catalyst from the hydrogenated product, distil off the solvent and recrystallize the residue from 50 ml of ethanol to obtain 5.5 g of the title compound as light-brown crystals of m.p. 116° to 118°. Starting materials: COC1=NC(=NC(=C1)OC)OC(C(=O)O)C(C)(C)OCC (2-(4,6-Dimethoxypyrimidin-2-yl)oxy-3-ethoxy-3-methylbutanoic Acid), ( 2 ), C[O-].[Na+] (sodium methoxide). The solvent is CO (methanol). Conditions: time 10 minute. Yields the product COC1=NC(=NC(=C1)OC)OC(C(=O)[O-])C(C)(C)OCC.[Na+] (Sodium 2-(4,6-Dimethoxypyrimidin-2-yl)oxy-3-ethoxy-3-methylbutanoate). Yield: 99.3%. As a reaction SMILES: [CH3:1][O:2][C:3]1[CH:8]=[C:7]([O:9][CH3:10])[N:6]=[C:5]([O:11][CH:12]([C:16]([O:19][CH2:20][CH3:21])([CH3:18])[CH3:17])[C:13]([OH:15])=[O:14])[N:4]=1.C[O-].[Na+:24]>CO>[CH3:10][O:9][C:7]1[CH:8]=[C:3]([O:2][CH3:1])[N:4]=[C:5]([O:11][CH:12]([C:16]([O:19][CH2:20][CH3:21])([CH3:17])[CH3:18])[C:13]([O-:15])=[O:14])[N:6]=1.[Na+:24] |f:1.2,4.5|. Procedure: To Compound 52 (30.0 g, 0.1 mol) prepared in the above (2) dissolved in methanol (100 ml) was added sodium methoxide (19.3 g, 28% methanol solution), and the mixture was stirred for 10 minutes. Subsequently, methanol was removed under reduced pressure to obtain 32 g of the title compound as white crystals. Reactants: CC1=NC(=CC(=[N+]1[O-])C)Cl (2,4-dimethyl-6-chloropyrimidine 3-oxide), N1CCCCC1 (piperidine). Product: CC1=NC(=CC(=[N+]1[O-])C)N1CCCCC1 (2,4-dimethyl-6-piperidinopyrimidine 3-oxide). Reaction SMILES: [CH3:1][C:2]1[N+:7]([O-:8])=[C:6]([CH3:9])[CH:5]=[C:4](Cl)[N:3]=1.[NH:11]1[CH2:16][CH2:15][CH2:14][CH2:13][CH2:12]1>>[CH3:1][C:2]1[N+:7]([O-:8])=[C:6]([CH3:9])[CH:5]=[C:4]([N:11]2[CH2:16][CH2:15][CH2:14][CH2:13][CH2:12]2)[N:3]=1. Procedure details: 100 ml of piperidine are introduced into a 250 ml three-necked flask fitted with a thermometer, a condenser and a magnetic stirrer and 13.5 g (8.51×10-2 mol) of 2,4-dimethyl-6-chloropyrimidine 3-oxide are then added, in solid portions, in a manner such that exothermic heat does not develop beyond 60° C. The reaction mixture is then allowed to return to ambient temperature; the piperidinium hydrochloride is then removed from the mixture by filtration and the filtrate is evaporated to dryness. The...